describe an organic reaction: reactants, conditions, products, and yield From a dataset of the Open Reaction Database (ORD), a public repository of structured organic reaction records. Starting materials: COCCC=1[C@@H]2C([C@H](CC1)C2)(C)C ((1S,5R)-2-(2-methoxyethyl)-6,6-dimethylbicyclo[3.1.1]hept-2-ene), C12CCCC(CCC1)B2 (9-borabicyclo[3.3.1]nonane), O1CCCC1 (tetrahydrofuran), LiAl(OtBu)3H. Reaction conditions: temperature -35 celsius, time 1.5 hour. Product: COCC[C@@H]1[C@@H]2C([C@H](C[C@H]1C=O)C2)(C)C ((1R,2R,3R,5S)-2-(2-methoxyethyl)-6,6-dimethylbicyclo[3.1.1]heptane-3-carbaldehyde). As a reaction SMILES: [CH3:1][O:2][CH2:3][CH2:4][C:5]1[C@H:6]2[CH2:11][C@@H:8]([CH2:9][CH:10]=1)[C:7]2([CH3:13])[CH3:12].C12BC(CCC1)CCC2.[O:23]1CCC[CH2:24]1>>[CH3:1][O:2][CH2:3][CH2:4][C@H:5]1[C@H:10]([CH:24]=[O:23])[CH2:9][C@@H:8]2[CH2:11][C@H:6]1[C:7]2([CH3:13])[CH3:12]. Reported procedure: To a solution of (1S,5R)-2-(2-methoxyethyl)-6,6-dimethylbicyclo[3.1.1]hept-2-ene (940 mg) in tetrahydrofuran (5 mL) was added dropwise 9-borabicyclo[3.3.1]nonane (0.5 M in tetrahydrofuran, 10.43 mL). The reaction mixture was heated to reflux overnight, then cooled to −35° C. and then placed under a CO atmosphere (1 atm). LiAl(OtBu)3H (1M in tetrahydrofuran, 5.21 mL) was added dropwise over 30 minutes. Following the addition, the reaction mixture was stirred for 1.5 hours under CO (1 atm), during... Starting materials: [H-].[Na+] (sodium hydride), [N+](=O)([O-])C1=CC=C(C=C1)C12C(NC(C(C1)C2)=O)=O (1-(4-nitrophenyl)-3-azabicyclo[3.1.1]heptane-2,4-dione), C(C=C)Br (allyl bromide). The solvent is CN(C=O)C (N,N-dimethylformamide), CN(C=O)C (N,N-dimethylformamide), CN(C=O)C (N,N-dimethylformamide). Conditions: time 30 minute. The product is C(C=C)N1C(C2(CC(C1=O)C2)C2=CC=C(C=C2)[N+](=O)[O-])=O (3-allyl-1-(4-nitrophenyl)-3-azabicyclo[3.1.1]heptane-2,4-dione). Reaction SMILES: [H-].[Na+].[N+:3]([C:6]1[CH:11]=[CH:10][C:9]([C:12]23[CH2:18][CH:16]([CH2:17]2)[C:15](=[O:19])[NH:14][C:13]3=[O:20])=[CH:8][CH:7]=1)([O-:5])=[O:4].[CH2:21](Br)[CH:22]=[CH2:23]>CN(C)C=O>[CH2:23]([N:14]1[C:15](=[O:19])[CH:16]2[CH2:17][C:12]([C:9]3[CH:8]=[CH:7][C:6]([N+:3]([O-:5])=[O:4])=[CH:11][CH:10]=3)([CH2:18]2)[C:13]1=[O:20])[CH:22]=[CH2:21] |f:0.1|. Procedure: 0.36 g of sodium hydride is added to a solution of 2.46 g of 1-(4-nitrophenyl)-3-azabicyclo[3.1.1]heptane-2,4-dione in 25 ml of N,N-dimethylformamide and the whole is stirred at room temperature for 30 minutes. 1.27 ml of allyl bromide dissolved in 10 ml of N,N-dimethylformamide are then added dropwise thereto. When the reaction is complete, the reaction mixture is freed of N,N-dimethylformamide. The residue is partitioned between ethyl acetate and water, and the organic phase is dried over magn... Starting materials: O=C([O-])C=CC(=O)[O-], CS(=O)(=O)Cl, ClC(Cl)Cl, Nc1cccc(CN2CCN(C(c3ccccc3)c3ccccc3)CC2)c1, c1ccncc1. Product: O=C(O)C=CC(=O)O, CS(=O)(=O)Nc1cccc(CN2CCN(C(c3ccccc3)c3ccccc3)CC2)c1. Reaction SMILES: [C:33]([CH:34]=[CH:35][C:36](=[O:37])[O-:38])(=[O:39])[O-:40].[CH3:28][S:29](=[O:30])(=[O:31])[Cl:32].[CH:47]([Cl:48])([Cl:49])[Cl:50].[NH2:1][c:2]1[cH:3][c:4]([CH2:5][N:6]2[CH2:7][CH2:8][N:9]([CH:12]([c:13]3[cH:14][cH:15][cH:16][cH:17][cH:18]3)[c:19]3[cH:20][cH:21][cH:22][cH:23][cH:24]3)[CH2:10][CH2:11]2)[cH:25][cH:26][cH:27]1.[cH:41]1[cH:42][cH:43][n:44][cH:45][cH:46]1>>[C:33]([CH:34]=[CH:35][C:36](=[O:37])[OH:38])(=[O:39])[OH:40].[NH:1]([c:2]1[cH:3][c:4]([CH2:5][N:6]2[CH2:7][CH2:8][N:9]([CH:12]([c:13]3[cH:14][cH:15][cH:16][cH:17][cH:18]3)[c:19]3[cH:20][cH:21][cH:22][cH:23][cH:24]3)[CH2:10][CH2:11]2)[cH:25][cH:26][cH:27]1)[S:29]([CH3:28])(=[O:30])=[O:31]. Starting materials: COc1ccc(C(C)C)cc1-c1ccc(C(F)(F)F)cc1CN(CC(O)c1ccccn1)C(=O)OCc1ccccc1, C1CCOC1, C[Si](C)(C)[N-][Si](C)(C)C, Cc1ccccc1, [K+]. The product is COc1ccc(C(C)C)cc1-c1ccc(C(F)(F)F)cc1CN1CC(c2ccccn2)OC1=O. Reaction SMILES: [CH2:11]([c:13]1[cH:14][cH:15][cH:16][cH:17][cH:51]1)[O:18][C:19]([N:20]([CH2:21][c:22]1[c:23](-[c:32]2[c:33]([O:41][CH3:42])[cH:34][cH:35][c:36]([CH:38]([CH3:39])[CH3:40])[cH:37]2)[cH:24][cH:25][c:26]([C:28]([F:29])([F:30])[F:31])[cH:27]1)[CH2:43][CH:44]([OH:12])[c:45]1[n:46][cH:47][cH:48][cH:49][cH:50]1)=[O:52].[CH2:60]1[O:61][CH2:62][CH2:63][CH2:64]1.[CH3:1][Si:2]([N-:3][Si:4]([CH3:5])([CH3:6])[CH3:7])([CH3:8])[CH3:9].[CH3:53][c:54]1[cH:55][cH:56][cH:57][cH:58][cH:59]1.[K+:10]>>[O:18]1[C:19](=[O:52])[N:20]([CH2:21][c:22]2[c:23](-[c:32]3[c:33]([O:41][CH3:42])[cH:34][cH:35][c:36]([CH:38]([CH3:39])[CH3:40])[cH:37]3)[cH:24][cH:25][c:26]([C:28]([F:29])([F:30])[F:31])[cH:27]2)[CH2:43][CH:44]1[c:45]1[n:46][cH:47][cH:48][cH:49][cH:50]1. The reactants are CCN1Cc2cc(C)sc2C(O)C1, Fc1ccc(Cl)c(Cl)c1. Product: CCN1Cc2cc(C)sc2C(Oc2ccc(Cl)c(Cl)c2)C1. RXN SMILES: [CH2:1]([CH3:2])[N:3]1[CH2:4][c:5]2[c:6]([s:10][c:11]([CH3:13])[cH:12]2)[CH:7]([OH:9])[CH2:8]1.[Cl:14][c:15]1[cH:16][c:17]([F:22])[cH:18][cH:19][c:20]1[Cl:21]>>[CH2:1]([CH3:2])[N:3]1[CH2:4][c:5]2[c:6]([s:10][c:11]([CH3:13])[cH:12]2)[CH:7]([O:9][c:17]2[cH:16][c:15]([Cl:14])[c:20]([Cl:21])[cH:19][cH:18]2)[CH2:8]1. The reactants are C(C)N1N=CC=2C1=NC(=C(C2NC2CCOCC2)CNC(=O)C2=CC(=CC=C2)C(=O)NCC=2C(=C(C=CC2)C2=CC(=CC=C2)C=O)C)CC (N-{[1,6-diethyl-4-(tetrahydro-2H-pyran-4-ylamino)-1H-pyrazolo[3,4-b]pyridin-5-yl]methyl}-N′-[(3′-formyl-2-methyl-3-biphenylyl)methyl]-1,3-benzenedicarboxamide), CN1CCNCC1 (1-methylpiperazine), C(C)(=O)O[BH-](OC(C)=O)OC(C)=O.[Na+] (sodium triacetoxyborohydride), CC(=O)O (AcOH). Run in ClCCCl (1,2-dichloroethane). Product: C(C)N1N=CC=2C1=NC(=C(C2NC2CCOCC2)CNC(=O)C2=CC(=CC=C2)C(=O)NCC=2C(=C(C=CC2)C2=CC(=CC=C2)CN2CCN(CC2)C)C)CC (N-{[1,6-Diethyl-4-(tetrahydro-2H-pyran-4-ylamino)-1H-pyrazolo[3,4-b]pyridin-5-yl]methyl}-N′-({2-methyl-3′-[(4-methyl-1-piperazinyl)methyl]-3-biphenylyl}methyl)-1,3-benzenedicarboxamide). RXN SMILES: [CH2:1]([N:3]1[C:7]2=[N:8][C:9]([CH2:48][CH3:49])=[C:10]([CH2:19][NH:20][C:21]([C:23]3[CH:28]=[CH:27][CH:26]=[C:25]([C:29]([NH:31][CH2:32][C:33]4[C:34]([CH3:47])=[C:35]([C:39]5[CH:44]=[CH:43][CH:42]=[C:41]([CH:45]=O)[CH:40]=5)[CH:36]=[CH:37][CH:38]=4)=[O:30])[CH:24]=3)=[O:22])[C:11]([NH:12][CH:13]3[CH2:18][CH2:17][O:16][CH2:15][CH2:14]3)=[C:6]2[CH:5]=[N:4]1)[CH3:2].[CH3:50][N:51]1[CH2:56][CH2:55][NH:54][CH2:53][CH2:52]1.C(O[BH-](OC(=O)C)OC(=O)C)(=O)C.[Na+].CC(O)=O>ClCCCl>[CH2:1]([N:3]1[C:7]2=[N:8][C:9]([CH2:48][CH3:49])=[C:10]([CH2:19][NH:20][C:21]([C:23]3[CH:28]=[CH:27][CH:26]=[C:25]([C:29]([NH:31][CH2:32][C:33]4[C:34]([CH3:47])=[C:35]([C:39]5[CH:44]=[CH:43][CH:42]=[C:41]([CH2:45][N:54]6[CH2:55][CH2:56][N:51]([CH3:50])[CH2:52][CH2:53]6)[CH:40]=5)[CH:36]=[CH:37][CH:38]=4)=[O:30])[CH:24]=3)=[O:22])[C:11]([NH:12][CH:13]3[CH2:18][CH2:17][O:16][CH2:15][CH2:14]3)=[C:6]2[CH:5]=[N:4]1)[CH3:2] |f:2.3|. Reported procedure: A mixture of N-{[1,6-diethyl-4-(tetrahydro-2H-pyran-4-ylamino)-1H-pyrazolo[3,4-b]pyridin-5-yl]methyl}-N′-[(3′-formyl-2-methyl-3-biphenylyl)methyl]-1,3-benzenedicarboxamide (100 mg, 0.000152 mol) in 1,2-dichloroethane (4 mL) with 1-methylpiperazine (26.6 mg., 0.00024 mol) and sodium triacetoxyborohydride (68 mg, 0.00032 mol) and AcOH (12 μL) was placed on an oscillating shaker overnight at room temperature. The reaction was quenched with sat. aq. NaHCO3, then extracted with 1,2-dichloroethane (2×... Starting materials: CC(C)(C)OC(=O)N1CCC(Nc2ccccc2Br)CC1, CI, [H-], [Na+], CN(C)C=O. The product is CN(c1ccccc1Br)C1CCN(C(=O)OC(C)(C)C)CC1. As a reaction SMILES: [C:1]([CH3:2])([CH3:3])([CH3:4])[O:5][C:6](=[O:7])[N:8]1[CH2:9][CH2:10][CH:11]([NH:14][c:15]2[c:16]([Br:21])[cH:17][cH:18][cH:19][cH:20]2)[CH2:12][CH2:13]1.[CH3:24][I:25].[H-:23].[Na+:22].[O:26]=[CH:27][N:28]([CH3:29])[CH3:30]>>[C:1]([CH3:2])([CH3:3])([CH3:4])[O:5][C:6](=[O:7])[N:8]1[CH2:9][CH2:10][CH:11]([N:14]([c:15]2[c:16]([Br:21])[cH:17][cH:18][cH:19][cH:20]2)[CH3:24])[CH2:12][CH2:13]1. Starting materials: BrCCCC(=O)Cl (4-Bromobutanoyl chloride), NC=1C=C(C(=NC1)N1CCC2(CCN(C2=O)[C@@H]2CC[C@@H](CC2)O)CC1)C (8-(5-amino-3-methylpyridin-2-yl)-2-(cis-4-hydroxycyclohexyl)-2,8-diazaspiro[4.5]decan-1-one), CC(C)([O-])C.[K+] (potassium tert-butoxide). Reagents/catalysts: CN(C1=CC=NC=C1)C (4-dimethylaminopyridine). The solvent is ClCCl (dichloromethane), O1CCCC1 (tetrahydrofuran). Reaction conditions: time 3 hour. The product is O[C@H]1CC[C@H](CC1)N1C(C2(CC1)CCN(CC2)C2=NC=C(C=C2C)N2C(CCC2)=O)=O (2-(cis-4-hydroxycyclohexyl)-8-[3-methyl-5-(2-oxopyrrolidin-1-yl)pyridin-2-yl]-2,8-diazaspiro[4.5]decan-1-one). Reaction SMILES: Br[CH2:2][CH2:3][CH2:4][C:5](Cl)=[O:6].[NH2:8][C:9]1[CH:10]=[C:11]([CH3:33])[C:12]([N:15]2[CH2:32][CH2:31][C:18]3([C:22](=[O:23])[N:21]([C@H:24]4[CH2:29][CH2:28][C@@H:27]([OH:30])[CH2:26][CH2:25]4)[CH2:20][CH2:19]3)[CH2:17][CH2:16]2)=[N:13][CH:14]=1.CC(C)([O-])C.[K+]>CN(C)C1C=CN=CC=1.ClCCl.O1CCCC1>[OH:30][C@@H:27]1[CH2:26][CH2:25][C@H:24]([N:21]2[CH2:20][CH2:19][C:18]3([CH2:31][CH2:32][N:15]([C:12]4[C:11]([CH3:33])=[CH:10][C:9]([N:8]5[CH2:2][CH2:3][CH2:4][C:5]5=[O:6])=[CH:14][N:13]=4)[CH2:16][CH2:17]3)[C:22]2=[O:23])[CH2:29][CH2:28]1 |f:2.3|. Procedure: 4-Bromobutanoyl chloride (13.0 μL) was added to a mixture of 8-(5-amino-3-methylpyridin-2-yl)-2-(cis-4-hydroxycyclohexyl)-2,8-diazaspiro[4.5]decan-1-one (18.0 mg) and 4-dimethylaminopyridine (14.5 mg) in dichloromethane (1.0 mL). The mixture was stirred for 3 h. Then potassium tert-butoxide in tetrahydrofuran (1.0 M, 0.20 mL) was added. The mixture was stirred for an additional hour. The solvent was evaporated. The residue was dissolved in methanol (1.8 mL), and purified by prep.-HPLC under basi... The reactants are CCCCC, C=CC(=C)C, Nc1ccccc1N. Product: C=CC(=C)C, Nc1ccccc1N. As a reaction SMILES: [CH3:14][CH2:15][CH2:16][CH2:17][CH3:18].[CH3:9][C:10](=[CH2:11])[CH:12]=[CH2:13].[NH2:1][c:2]1[cH:3][cH:4][cH:5][cH:6][c:7]1[NH2:8]>>[CH2:9]=[C:10]([CH3:11])[CH:12]=[CH2:13].[NH2:1][c:2]1[cH:3][cH:4][cH:5][cH:6][c:7]1[NH2:8]. Run at time 8 hour. Starting materials: O=P12OP3(=O)OP(=O)(O1)OP(=O)(O2)O3 (phosphorus pentoxide), solution, [Mg] (magnesium), BrC1=CC=C(C=C)C=C1 (p-bromostyrene), C1=CC=CC=2NC3=CC=CC=C3C(C12)=O (acridone), [Mg] (magnesium). Yields the product C(=C)C1=CC=C(C=C1)C=1C2=CC=CC=C2N=C2C=CC=CC12 (9-(p-vinylphenyl)acridine). Isolated yield 42.1%. Reaction SMILES: [Mg].Br[C:3]1[CH:10]=[CH:9][C:6]([CH:7]=[CH2:8])=[CH:5][CH:4]=1.[CH:11]1[C:24]2[C:23](=O)[C:22]3[C:17](=[CH:18][CH:19]=[CH:20][CH:21]=3)[NH:16][C:15]=2[CH:14]=[CH:13][CH:12]=1.O=P12OP3(OP(OP(O3)(O1)=O)(=O)O2)=O>O1CCCC1.C1C=CC=CC=1>[CH:7]([C:6]1[CH:9]=[CH:10][C:3]([C:23]2[C:24]3[C:15]([N:16]=[C:17]4[C:22]=2[CH:21]=[CH:20][CH:19]=[CH:18]4)=[CH:14][CH:13]=[CH:12][CH:11]=3)=[CH:4][CH:5]=1)=[CH2:8]. Reported procedure: Into a four-neck flask equipped with a stirrer, a nitrogen gas inlet tube, a reflux condenser with a calcium chloride tube and a dropping funnel were charged 4.9 g of magnesium cut powder and 50 ml of tetrahydrofuran. 36.6 Grams of p-bromostyrene diluted with tetrahydrofuran to about 4 times the weight was added dropwise under gentle reflux in a dry nitrogen gas stream. After the magnesium had disappeared, a solution consisting of 37.0 g of acridone and 600 ml of tetrahydrofuran was added dropwi... The solvent is C1=CC=CC=C1 (benzene), O1CCCC1 (tetrahydrofuran), O1CCCC1 (tetrahydrofuran), O1CCCC1 (tetrahydrofuran).